From a dataset of the Open Reaction Database (ORD), a public repository of structured organic reaction records. describe an organic reaction: reactants, conditions, products, and yield Reactants: C=CC(=O)OCCCCCCCCOc1cnc(-c2ccc(C=O)cc2)nc1, CC(C)=O, O. The product is C=CC(=O)OCCCCCCCCOc1cnc(-c2ccc(C(=O)O)cc2)nc1. RXN SMILES: [C:1]([CH:2]=[CH2:3])(=[O:4])[O:5][CH2:6][CH2:7][CH2:8][CH2:9][CH2:10][CH2:11][CH2:12][CH2:13][O:14][c:15]1[cH:16][n:17][c:18](-[c:21]2[cH:22][cH:23][c:24]([CH:25]=[O:26])[cH:27][cH:28]2)[n:19][cH:20]1.[CH3:30][C:31](=[O:32])[CH3:33].[OH2:29]>>[C:1]([CH:2]=[CH2:3])(=[O:4])[O:5][CH2:6][CH2:7][CH2:8][CH2:9][CH2:10][CH2:11][CH2:12][CH2:13][O:14][c:15]1[cH:16][n:17][c:18](-[c:21]2[cH:22][cH:23][c:24]([C:25](=[O:26])[OH:29])[cH:27][cH:28]2)[n:19][cH:20]1. Reactants: C([O-])(O)=O.[Na+] (sodium bicarbonate), CS(=O)(=O)O (methanesulphonic acid), CC(C)=C (isobutylene), ClC(C(=O)O)=C (α-chloroacrylic acid). Run in ClCCl (dichloromethane). Run at time 30 hour. Yields the product ClC(C(=O)OC(C)(C)C)=C (t-butyl α-chloroacrylate). Reaction SMILES: [Cl:1][C:2](=[CH2:6])[C:3]([OH:5])=[O:4].CS(O)(=O)=O.[CH3:12][C:13](=[CH2:15])[CH3:14].C(=O)(O)[O-].[Na+]>ClCCl>[Cl:1][C:2](=[CH2:6])[C:3]([O:5][C:13]([CH3:15])([CH3:14])[CH3:12])=[O:4] |f:3.4|. Procedure: 32 g of α-chloroacrylic acid was dissolved in 600 ml of dichloromethane and, to this, 20 ml of methanesulphonic acid and 300 ml of isobutylene were added at −5° C. After stirring for 30 hours at room temperature, the reaction liquid was poured into 500 ml of saturated aqueous sodium bicarbonate solution and the dichloromethane layer separated off. After drying with anhydrous sodium sulphate, the solvent was distilled off and t-butyl α-chloroacrylate obtained. 10 g of the t-butyl α-chloroacrylate...